Dataset: the Open Reaction Database (ORD), a public repository of structured organic reaction records. Task: describe an organic reaction: reactants, conditions, products, and yield Reactants: CC(=O)OC(C)=O, CC1(C)CCNc2cc([N+](=O)[O-])ccc21, CN(C)c1ccncc1, O, c1ccncc1. The product is CC(=O)N1CCC(C)(C)c2ccc([N+](=O)[O-])cc21. RXN SMILES: [CH3:16][C:17](=[O:18])[O:19][C:20](=[O:21])[CH3:22].[CH3:1][C:2]1([CH3:15])[CH2:3][CH2:4][NH:5][c:6]2[cH:7][c:8]([N+:12](=[O:13])[O-:14])[cH:9][cH:10][c:11]21.[CH3:24][N:25]([c:26]1[cH:27][cH:28][n:29][cH:30][cH:31]1)[CH3:32].[OH2:23].[cH:33]1[cH:34][cH:35][n:36][cH:37][cH:38]1>>[CH3:1][C:2]1([CH3:15])[CH2:3][CH2:4][N:5]([C:17]([CH3:16])=[O:18])[c:6]2[cH:7][c:8]([N+:12](=[O:13])[O-:14])[cH:9][cH:10][c:11]21. Reactants: [Cl-].[NH4+] (ammonium chloride), OO (hydrogen peroxide), COC(=O)CCCCCCC1C=CC(C1=CC=CCCCCC)=O (4-(6-methoxycarbonylhexyl)-5-(2-octenylidene)-2-cyclopentenone), [OH-].[Na+] (sodium hydroxide), Cl (hydrochloric acid). The solvent is CC(=O)C (acetone), CO (methanol). Yields the product ClC=1C(C(C(C1)CCCCCCC(=O)OC)=CC=CCCCCC)=O (2-chloro-4-(6-methoxycarbonylhexyl)-5-(2-octenylidene)-2-cyclopentenone). Isolated yield 55.0%. Reaction SMILES: OO.[CH3:3][O:4][C:5]([CH2:7][CH2:8][CH2:9][CH2:10][CH2:11][CH2:12][CH:13]1[C:17](=[CH:18][CH:19]=[CH:20][CH2:21][CH2:22][CH2:23][CH2:24][CH3:25])[C:16](=[O:26])[CH:15]=[CH:14]1)=[O:6].[OH-].[Na+].[Cl-:29].[NH4+].Cl>CO.CC(C)=O>[Cl:29][C:15]1[C:16](=[O:26])[C:17](=[CH:18][CH:19]=[CH:20][CH2:21][CH2:22][CH2:23][CH2:24][CH3:25])[CH:13]([CH2:12][CH2:11][CH2:10][CH2:9][CH2:8][CH2:7][C:5]([O:4][CH3:3])=[O:6])[CH:14]=1 |f:2.3,4.5|. Procedure details: 0.5 ml of 30% aqueous hydrogen peroxide was added to a solution of 95 mg (286 mmol) of 4-(6-methoxycarbonylhexyl)-5-(2-octenylidene)-2-cyclopentenone in 4 ml of methanol under ice cooling and stirring, and then 0.1 ml of 1N sodium hydroxide was added. The mixture was stirred at 0° C. for 20 minutes. A saturated aqueous solution of ammonium chloride was added, and the mixture was extracted with hexane. The organic layer was washed with a saturated aqueous solution of sodium chloride and dried ove... The reactants are O=C([O-])[O-], COC(=O)C(F)(F)Cl, [Cs+], [Cs+], CN(C)C=O, O, COc1cc(C=O)ccc1O. Product: COc1cc(C=O)ccc1OC(F)F. As a reaction SMILES: [C:12](=[O:13])([O-:14])[O-:15].[Cl:18][C:19]([C:20]([O:21][CH3:22])=[O:23])([F:24])[F:25].[Cs+:16].[Cs+:17].[O:27]=[CH:28][N:29]([CH3:30])[CH3:31].[OH2:26].[OH:1][c:2]1[c:3]([O:10][CH3:11])[cH:4][c:5]([CH:6]=[O:7])[cH:8][cH:9]1>>[O:1]([c:2]1[c:3]([O:10][CH3:11])[cH:4][c:5]([CH:6]=[O:7])[cH:8][cH:9]1)[CH:19]([F:24])[F:25]. Reactants: CN(C)CC=1C=C(C=CC1)CCCO (3-[(N,N-dimethylamino)methyl] benzene propanol), CC(C)([O-])C.[K+] (potassium tertiary butoxide), Cl.ClCCN (2-chloroethylamine hydrochloride). Solvent: CN(C=O)C (dimethylformamide). Conditions: time 24 hour. Yields the product NCCOCCCC=1C=C(C=CC1)CN(C)C (3-[3-[2-Aminoethoxy]propyl]N,N-dimethyl-benzenemethanamine). The yield is 6.1%. RXN SMILES: [CH3:1][N:2]([CH2:4][C:5]1[CH:6]=[C:7]([CH2:11][CH2:12][CH2:13][OH:14])[CH:8]=[CH:9][CH:10]=1)[CH3:3].CC(C)([O-])C.[K+].Cl.Cl[CH2:23][CH2:24][NH2:25]>CN(C)C=O>[NH2:25][CH2:24][CH2:23][O:14][CH2:13][CH2:12][CH2:11][C:7]1[CH:6]=[C:5]([CH2:4][N:2]([CH3:3])[CH3:1])[CH:10]=[CH:9][CH:8]=1 |f:1.2,3.4|. Procedure: A suspension of 3-[(N,N-dimethylamino)methyl] benzene propanol (2.5 g), potassium tertiary butoxide (0.56 g), 2-chloroethylamine hydrochloride (0.59 g) in dimethylformamide (10 ml) was stirred at 0°-5° under a nitrogen atmosphere for 24 h. The mixture was poured onto water (1 1) and extracted with ethyl acetate. The organic extract was evaporated to leave a yellow oil which was purified by column chromatography using methanol followed by methanol: 0.880 ammonia; (20:1) to give the title compound... Reactants: COc1nc(OC)nc([N+]2(C)CCOCC2)n1, CCN(C(C)C)C(C)C, [Cl-], [Cl-], Cc1cn([NH3+])c2ccc(F)cc12, CN(C)C=O, O=C(O)c1cnc(-c2nccs2)nc1. Product: Cc1cn(NC(=O)c2cnc(-c3nccs3)nc2)c2ccc(F)cc12. Reaction SMILES: [CH3:38][O:39][c:40]1[n:41][c:42]([O:43][CH3:44])[n:45][c:46]([N+:47]2([CH3:48])[CH2:49][CH2:50][O:51][CH2:52][CH2:53]2)[n:54]1.[CH:28]([N:29]([CH:30]([CH3:31])[CH3:32])[CH2:33][CH3:34])([CH3:35])[CH3:36].[Cl-:15].[Cl-:37].[F:16][c:17]1[cH:18][c:19]2[c:20]([CH3:27])[cH:21][n:22]([NH3+:26])[c:23]2[cH:24][cH:25]1.[O:55]=[CH:56][N:57]([CH3:58])[CH3:59].[s:1]1[c:2](-[c:6]2[n:7][cH:8][c:9]([C:12](=[O:13])[OH:14])[cH:10][n:11]2)[n:3][cH:4][cH:5]1>>[s:1]1[c:2](-[c:6]2[n:7][cH:8][c:9]([C:12](=[O:14])[NH:26][n:22]3[cH:21][c:20]([CH3:27])[c:19]4[cH:18][c:17]([F:16])[cH:25][cH:24][c:23]43)[cH:10][n:11]2)[n:3][cH:4][cH:5]1. The reactants are FB(F)F, CC(=O)OCC1OC(OC(=N)C(Cl)(Cl)Cl)C(OC(C)=O)C(OC(C)=O)C1OC(C)=O, CCOCC, ClCCl, Oc1cccc2[nH]cc(CCc3ccccc3)c12. The product is CC(=O)OCC1OC(Oc2cccc3[nH]cc(CCc4ccccc4)c23)C(OC(C)=O)C(OC(C)=O)C1OC(C)=O. Reaction SMILES: [B:54]([F:55])([F:56])[F:57].[C:19]([CH3:20])(=[O:21])[O:22][CH:23]1[CH:24]([O:25][C:26](=[NH:27])[C:28]([Cl:29])([Cl:30])[Cl:31])[O:32][CH:33]([CH2:44][O:45][C:46]([CH3:47])=[O:48])[CH:34]([O:40][C:41]([CH3:42])=[O:43])[CH:35]1[O:36][C:37]([CH3:38])=[O:39].[CH2:49]([O:50][CH2:51][CH3:52])[CH3:53].[Cl:58][CH2:59][Cl:60].[OH:1][c:2]1[c:3]2[c:4]([CH2:11][CH2:12][c:13]3[cH:14][cH:15][cH:16][cH:17][cH:18]3)[cH:5][nH:6][c:7]2[cH:8][cH:9][cH:10]1>>[O:1]([c:2]1[c:3]2[c:4]([CH2:11][CH2:12][c:13]3[cH:14][cH:15][cH:16][cH:17][cH:18]3)[cH:5][nH:6][c:7]2[cH:8][cH:9][cH:10]1)[CH:24]1[CH:23]([O:22][C:19]([CH3:20])=[O:21])[CH:35]([O:36][C:37]([CH3:38])=[O:39])[CH:34]([O:40][C:41]([CH3:42])=[O:43])[CH:33]([CH2:44][O:45][C:46]([CH3:47])=[O:48])[O:32]1. Reactants: OCCCCNS(=O)(=O)C1=CC=C(C=C1)C1=CC=CC=C1 (Biphenyl-4-sulfonic acid-(4-hydroxybutyl)-amide), C(C)(C)(C)[Si](C1=CC=CC=C1)(C1=CC=CC=C1)OCCI (tert-butyl-(2-iodo-ethoxy) diphenyl silane), resultant mixture, O (water). Solvent: CN(C)C=O (DMF). Product: C(C)(C)(C)[Si](OCCN(S(=O)(=O)C1=CC=C(C=C1)C1=CC=CC=C1)CCCCO)(C1=CC=CC=C1)C1=CC=CC=C1 (Biphenyl-4-sulfonic acid [2-(tert-butyl-diphenyl-silanyloxy)-ethyl]-(4-hydroxy-butyl)-amide). RXN SMILES: [OH:1][CH2:2][CH2:3][CH2:4][CH2:5][NH:6][S:7]([C:10]1[CH:15]=[CH:14][C:13]([C:16]2[CH:21]=[CH:20][CH:19]=[CH:18][CH:17]=2)=[CH:12][CH:11]=1)(=[O:9])=[O:8].[C:22]([Si:26]([O:39][CH2:40][CH2:41]I)([C:33]1[CH:38]=[CH:37][CH:36]=[CH:35][CH:34]=1)[C:27]1[CH:32]=[CH:31][CH:30]=[CH:29][CH:28]=1)([CH3:25])([CH3:24])[CH3:23].O>CN(C=O)C>[C:22]([Si:26]([C:27]1[CH:32]=[CH:31][CH:30]=[CH:29][CH:28]=1)([C:33]1[CH:34]=[CH:35][CH:36]=[CH:37][CH:38]=1)[O:39][CH2:40][CH2:41][N:6]([CH2:5][CH2:4][CH2:3][CH2:2][OH:1])[S:7]([C:10]1[CH:15]=[CH:14][C:13]([C:16]2[CH:21]=[CH:20][CH:19]=[CH:18][CH:17]=2)=[CH:12][CH:11]=1)(=[O:9])=[O:8])([CH3:23])([CH3:24])[CH3:25]. Procedure details: Biphenyl-4-sulfonic acid-(4-hydroxybutyl)-amide (1 g) and tert-butyl-(2-iodo-ethoxy) diphenyl silane (2 g) were heated in DMF (30 mL) for 3 hours at 60° C. The resultant mixture was poured into water and extracted with dichloromethane. Evaporation and column chromatography (petrol/ethyl acetate) gave the title compound as an amorphous solid. δC (CDCl3, 62.9 MHz): 19.2, 25.1, 26.8, 29.5, 49.3, 49.8, 62.4, 62.9, 127.3, 127.6, 127.7, 127.8, 128.5, 129.1, 129.9, 133.2, 135.6, 138.4, 139.4 and 145.3.